From a dataset of the Open Reaction Database (ORD), a public repository of structured organic reaction records. describe an organic reaction: reactants, conditions, products, and yield Reactants: Cl (hydrogen chloride), phosphorous acid trisdiethylamide, FC(C(F)(F)F)(F)I (pentafluoroethyl iodide), ClC1=C(C(=O)Cl)C=CC=C1 (o-chlorobenzoyl chloride), O (water). Run in C(Cl)Cl (CH2Cl2). Reaction conditions: temperature 0 celsius, time 8 hour. Yields the product ClC1=C(C=CC=C1)C(C(C(F)(F)F)(F)F)(C(C(F)(F)F)(F)F)O (3-(2-chlorophenyl)-1,1,1,2,2,4,4,5,5,5-decafluoropentan-3-ol). Yield: 60.9%. Reaction SMILES: [F:1][C:2](I)([F:7])[C:3]([F:6])([F:5])[F:4].[Cl:9][C:10]1[CH:18]=[CH:17][CH:16]=[CH:15][C:11]=1[C:12](Cl)=[O:13].Cl.O>C(Cl)Cl>[Cl:9][C:10]1[CH:18]=[CH:17][CH:16]=[CH:15][C:11]=1[C:12]([OH:13])([C:2]([F:7])([F:1])[C:3]([F:6])([F:5])[F:4])[C:2]([F:7])([F:1])[C:3]([F:6])([F:5])[F:4]. Procedure: 74 g (0.3 mol) of phosphorous acid trisdiethylamide in 150 ml of CH2Cl2 were initially introduced into a round-bottomed flask with the exclusion of moisture. 74 g (0.3 mol) of pentafluoroethyl iodide and 26.4 g (0.15 mol) of o-chlorobenzoyl chloride were added at about -20° C. The mixture was warmed to 0° C. and stirred for about 8 hours at this temperature. 10 g of hydrogen chloride gas were then introduced, and the mixture was stirred for a further hour at 0° C. The reaction mixture was freed ...